This data is from the Open Reaction Database (ORD), a public repository of structured organic reaction records. The task is: describe an organic reaction: reactants, conditions, products, and yield Starting materials: NCC1=CC=C(O1)C=1C=C(C(NC1C)=O)CC (5-(5-aminomethylfuran-2-yl)-3-ethyl-6-methyl-1H-pyridin-2-one), C(C)(=O)Cl (acetyl chloride). Product: C(C)C1=CC(=C(NC1=O)C)C1=CC=C(O1)CNC(C)=O (N-[5-(5-Ethyl-2-methyl-6-oxo-1,6-dihydro-pyridin-3-yl)-furan-2-ylmethyl]-acetamide). Reaction SMILES: [NH2:1][CH2:2][C:3]1[O:7][C:6]([C:8]2[CH:9]=[C:10]([CH2:16][CH3:17])[C:11](=[O:15])[NH:12][C:13]=2[CH3:14])=[CH:5][CH:4]=1.[C:18](Cl)(=[O:20])[CH3:19]>>[CH2:16]([C:10]1[C:11](=[O:15])[NH:12][C:13]([CH3:14])=[C:8]([C:6]2[O:7][C:3]([CH2:2][NH:1][C:18](=[O:20])[CH3:19])=[CH:4][CH:5]=2)[CH:9]=1)[CH3:17]. Procedure: Example 269 is substantially repeated except for utilizing 5-(5-aminomethylfuran-2-yl)-3-ethyl-6-methyl-1H-pyridin-2-one and acetyl chloride to afford the title compound. MS: m/e=275 (M+H). 1H NMR (D6-DMSO, δ ppm): 11.64 (s, 1H); 8.30 (t, 1H, J=5.3 Hz); 7.45 (s, 1H); 6.39 (d, 1H, J=3.2 Hz); 6.30 (d, 1H, J=3.2 Hz); 4.26 (d, 2H, J=5.3 Hz); 2.40 (q, 2H, J=7.4 Hz); 2.32 (s, 3H); 1.84 (s, 3H); 1.10 (t, 3H, J=7.4 Hz). The reactants are C(C)OC(C1=CC=C(C=C1)CN(C)C)OCC (1-(4-(diethoxymethyl)phenyl)-N,N-dimethylmethanamine). Solvent: Cl (hydrogen chloride). Conditions: time 5 hour. The product is CN(C)CC1=CC=C(C=O)C=C1 (4-((Dimethylamino)methyl)benzaldehyde). The yield is 82.0%. RXN SMILES: C([O:3][CH:4](OCC)[C:5]1[CH:10]=[CH:9][C:8]([CH2:11][N:12]([CH3:14])[CH3:13])=[CH:7][CH:6]=1)C>Cl>[CH3:14][N:12]([CH2:11][C:8]1[CH:7]=[CH:6][C:5]([CH:4]=[O:3])=[CH:10][CH:9]=1)[CH3:13]. Reported procedure: To the mixture of 1-(4-(diethoxymethyl)phenyl)-N,N-dimethylmethanamine (7.0 g, 29.5 mmol) in hydrogen chloride (3M in water 30 mL) was stirred at room temperature for 5 hr. Then the mixture was extracted with ethyl acetate (50 ml×3). The aqueous layer was basified with sodium carbonate to pH=10, extracted with ethyl acetate (50 ml×3), dried with anhydrous sodium sulfate, and concentrated to give crude product (3.95 g, yield 82%). LC-MS (ESI) m/z: 164 (M+1)+. Reactants: B(=O)[O-].[Na+] (sodium boranate), C(C=C)OC1=CC=C(OC(C(C(C)(C)C)=O)N2N=CN=C2)C=C1 (1-(4-allyloxyphenoxy)-3,3-dimethyl-1-(1,2,4-triazol-1-yl)-2-butanone). Run in CO (methanol). Product: C(C=C)OC1=CC=C(OC(C(C(C)(C)C)O)N2N=CN=C2)C=C1 (1-(4-allyloxyphenoxy)-3,3-dimethyl-1-(1,2,4-triazol-1-yl)-2-butanol). Yield: 95.9%. RXN SMILES: B([O-])=O.[Na+].[CH2:5]([O:8][C:9]1[CH:27]=[CH:26][C:12]([O:13][CH:14]([N:21]2[CH:25]=[N:24][CH:23]=[N:22]2)[C:15](=[O:20])[C:16]([CH3:19])([CH3:18])[CH3:17])=[CH:11][CH:10]=1)[CH:6]=[CH2:7]>CO>[CH2:5]([O:8][C:9]1[CH:10]=[CH:11][C:12]([O:13][CH:14]([N:21]2[CH:25]=[N:24][CH:23]=[N:22]2)[CH:15]([OH:20])[C:16]([CH3:19])([CH3:18])[CH3:17])=[CH:26][CH:27]=1)[CH:6]=[CH2:7] |f:0.1|. Reported procedure: 1 g (0.027 mole) of sodium boranate is added in portions to 7.2 g (0.023 mole) of 1-(4-allyloxyphenoxy)-3,3-dimethyl-1-(1,2,4-triazol-1-yl)-2-butanone (Example 1) in 80 ml of methanol at 20° C., while stirring. The mixture is subsequently stirred for 1 hour and is then concentrated in vacuo by distilling off the solvent. The residue is partitioned between methylene chloride and water. The organic phase is separated off, dried over sodium sulphate and concentrated in vacuo. 7 g (97.2% of theory) ... As a reaction SMILES: C(=O)([O-])[O-].[Cs+].[Cs+].[OH:7][C:8]1[C:17]2[C:12](=[CH:13][CH:14]=[CH:15][CH:16]=2)[CH:11]=[CH:10][C:9]=1[C:18]([O:20][CH3:21])=[O:19].Br[CH2:23][C:24]1[CH:29]=[CH:28][C:27]([C:30]([F:33])([F:32])[F:31])=[CH:26][CH:25]=1>CN(C=O)C>[CH3:21][O:20][C:18]([C:9]1[CH:10]=[CH:11][C:12]2[C:17](=[CH:16][CH:15]=[CH:14][CH:13]=2)[C:8]=1[O:7][CH2:23][C:24]1[CH:25]=[CH:26][C:27]([C:30]([F:31])([F:32])[F:33])=[CH:28][CH:29]=1)=[O:19] |f:0.1.2|. Reported procedure: To 3.26 g caesium carbonate and 1.01 g methyl 1-hydroxy-2-naphthoate in 10 ml abs. DMF was added 1.21 g 1-bromomethyl-4-trifluoromethyl-benzene and the mixture was reacted for 3 h at room temperature. The reaction was partitioned between water and ethyl acetate and the aqueous layer was extracted with ethyl acetate twice. The combined organic phases were dried over magnesium sulphate and concentrated in vacuo. The resulting residue was purified by chromatography (silica, heptane) to yield 1.62 g... Yields the product COC(=O)C1=C(C2=CC=CC=C2C=C1)OCC1=CC=C(C=C1)C(F)(F)F (1-(4-trifluoromethyl-benzyloxy)-naphthalene-2-carboxylic acid methyl ester). Starting materials: C([O-])([O-])=O.[Cs+].[Cs+] (caesium carbonate), BrCC1=CC=C(C=C1)C(F)(F)F (1-bromomethyl-4-trifluoromethyl-benzene), OC1=C(C=CC2=CC=CC=C12)C(=O)OC (methyl 1-hydroxy-2-naphthoate). Solvent: CN(C)C=O (DMF). Yield: 90.0%.